From a dataset of the Open Reaction Database (ORD), a public repository of structured organic reaction records. describe an organic reaction: reactants, conditions, products, and yield The reactants are CCOC(=O)C(Cc1cccc(OC(F)(F)C(F)F)c1)C(O)c1cccc(F)n1, CO, Cl, [Na+], [OH-]. The product is O=C(O)C(Cc1cccc(OC(F)(F)C(F)F)c1)C(O)c1cccc(F)n1. RXN SMILES: [CH2:1]([CH3:2])[O:3][C:4]([CH:5]([CH:6]([OH:7])[c:8]1[n:9][c:10]([F:14])[cH:11][cH:12][cH:13]1)[CH2:15][c:16]1[cH:17][c:18]([O:22][C:23]([CH:24]([F:25])[F:26])([F:27])[F:28])[cH:19][cH:20][cH:21]1)=[O:29].[CH3:33][OH:34].[ClH:32].[Na+:31].[OH-:30]>>[O:3]=[C:4]([CH:5]([CH:6]([OH:7])[c:8]1[n:9][c:10]([F:14])[cH:11][cH:12][cH:13]1)[CH2:15][c:16]1[cH:17][c:18]([O:22][C:23]([CH:24]([F:25])[F:26])([F:27])[F:28])[cH:19][cH:20][cH:21]1)[OH:29]. Reactants: BrC1=CC=C(Br)C=C1. Reagents/catalysts: O1B(OC(C)(C)C1(C)C)B2OC(C)(C)C(O2)(C)C, N=1C=CC=CC1N2B(NC=3C=CC=CC32)B4NC=5C=CC=CC5N4C6=NC=CC=C6, C[OH2+].C[OH2+].C1CC=CCCC=C1.C1CC=CCCC=C1.[Ir].[Ir]. Solvent: O(C)C1CCCC1. Conditions: temperature 100 celsius, time 16 hour. The product is BrC1=CC=C(Br)C(=C1)B2OC(C)(C)C(O2)(C)C. Yield: 62.0%. Reported procedure: The general procedure A was followed using 1,4-dibromobenzene (118.0 mg, 0.5 mmol) and B2pin2 (126.9 mg, 0.5 mmol, 1.0 eq.) as starting material. The resulting mixture was allowed to stir 16 hours at 100 oC. The 1H NMR conversion was 90% and the byproducts were 2,6-di- and 2,5-di- borylated products. The 1H NMR yields of 5ac, 2,6-di- and 2,5-di- borylated products were 67%, 12% and 12% respectively. 5ac was obtained as white solid (112.0 mg, 62%) after purification by silica gel flash chromatogr... Reactants: [Li+].C[Si](C)(C)[N-][Si](C)(C)C (LHMDS), N1C=C(C2=CC=CC=C12)CC1(CCC(=O)O1)C(=O)OC (4-(3-Indolylmethyl)-4-methoxycarbonyl-γ-butyrolactone), C(C)(C)C1=C(C(=C(C=C1)S(=O)(=O)N=[N+]=[N-])C(C)C)C(C)C (triisopropylbenzenesulfonyl azide), C(C)(=O)O (acetic acid). The solvent is C1CCOC1 (THF), C1CCOC1 (THF), C1CCOC1 (THF). Reaction conditions: time 40 minute. Yields the product N(=[N+]=[N-])C1C(=O)OC(C1)(C(=O)OC)CC1=CNC2=CC=CC=C12 (2-Azido-4-(3-indolylmethyl)-4-methoxycarbonyl-γ-butyrolactone). Isolated yield 63.9%. As a reaction SMILES: [Li+].C[Si]([N-][Si](C)(C)C)(C)C.[NH:11]1[C:19]2[C:14](=[CH:15][CH:16]=[CH:17][CH:18]=2)[C:13]([CH2:20][C:21]2([C:27]([O:29][CH3:30])=[O:28])[O:26][C:24](=[O:25])[CH2:23][CH2:22]2)=[CH:12]1.C(C1C=CC(S([N:43]=[N+:44]=[N-:45])(=O)=O)=C(C(C)C)C=1C(C)C)(C)C.C(O)(=O)C>C1COCC1>[N:43]([CH:23]1[CH2:22][C:21]([CH2:20][C:13]2[C:14]3[C:19](=[CH:18][CH:17]=[CH:16][CH:15]=3)[NH:11][CH:12]=2)([C:27]([O:29][CH3:30])=[O:28])[O:26][C:24]1=[O:25])=[N+:44]=[N-:45] |f:0.1|. Reported procedure: To a solution of LHMDS (1.0 M, 24.2 mL, 24.2 mmol) in THF was added indole lactone 11 (3.00 g, 11 mmol) in freshly distilled THF (33 mL) at -78° C. The light yellow solution was stirred for 40 min, and triisopropylbenzenesulfonyl azide (3.40 g, 11 mmol) in 33 mL dry THF was added at -78° C. via syringe. The reaction mixture was stirred for 20 min before quenching with acetic acid (49.5 mmol, 2.83 mL). The reaction mixture was allowed to warm to room temperature over 30 min before being diluted w... Reactants: COC(=O)CCNC(=O)C1CCCN(C(=O)CCC2CCN(C(=O)OC(C)(C)C)CC2)C1, CO, [K+], [Li+], [OH-], O, O=S(=O)([O-])O. Yields the product CC(C)(C)OC(=O)N1CCC(CCC(=O)N2CCCC(C(=O)NCCC(=O)O)C2)CC1. Reaction SMILES: [CH3:1][O:2][C:3]([CH2:4][CH2:5][NH:6][C:7](=[O:8])[CH:9]1[CH2:10][N:11]([C:15]([CH2:16][CH2:17][CH:18]2[CH2:19][CH2:20][N:21]([C:24](=[O:25])[O:26][C:27]([CH3:28])([CH3:29])[CH3:30])[CH2:22][CH2:23]2)=[O:31])[CH2:12][CH2:13][CH2:14]1)=[O:32].[CH3:41][OH:42].[K+:40].[Li+:33].[OH-:34].[OH2:43].[S:35](=[O:36])(=[O:37])([OH:38])[O-:39]>>[O:2]=[C:3]([CH2:4][CH2:5][NH:6][C:7](=[O:8])[CH:9]1[CH2:10][N:11]([C:15]([CH2:16][CH2:17][CH:18]2[CH2:19][CH2:20][N:21]([C:24](=[O:25])[O:26][C:27]([CH3:28])([CH3:29])[CH3:30])[CH2:22][CH2:23]2)=[O:31])[CH2:12][CH2:13][CH2:14]1)[OH:32]. Starting materials: needles, C(C)N1C(C=2N(C3=CC=CC=C13)C=C(C2)CO)=O (5-ethyl-2-hydroxymethyl-pyrrolo-[1,2-a]-quinoxaline-4(5H)-one). The reagents and catalysts are [O-2].[O-2].[Mn+4] (manganese dioxide). Run in C(Cl)(Cl)Cl (chloroform). Product: C(C)N1C(C=2N(C3=CC=CC=C13)C=C(C2)C=O)=O (4,5-dihydro-5-ethyl-4-oxopyrrolo-[1,2-a]-quinoxaline-2-carboxaldehyde). The yield is 78.8%. RXN SMILES: [CH2:1]([N:3]1[C:12]2[C:7](=[CH:8][CH:9]=[CH:10][CH:11]=2)[N:6]2[CH:13]=[C:14]([CH2:16][OH:17])[CH:15]=[C:5]2[C:4]1=[O:18])[CH3:2]>C(Cl)(Cl)Cl.[O-2].[O-2].[Mn+4]>[CH2:1]([N:3]1[C:12]2[C:7](=[CH:8][CH:9]=[CH:10][CH:11]=2)[N:6]2[CH:13]=[C:14]([CH:16]=[O:17])[CH:15]=[C:5]2[C:4]1=[O:18])[CH3:2] |f:2.3.4|. Procedure: A mixture of 40 g of activated manganese dioxide and a solution of 5.0 g (20.6 mmole) of the product of Example 24 in 500 ml of chloroform was vigorously stirred for 3 hours and was then filtered through celite. The filtrate was evaporated to dryness and the residue was triturated with ether to obtain 3.9 g (80% yield) of 4,5-dihydro-5-ethyl-4-oxopyrrolo-[1,2-a]-quinoxaline-2-carboxaldehyde in the form of colorless needles melting at 252°-255° C. The reactants are N#CBr (cyanogen bromide), C([O-])(O)=O.[Na+] (sodium bicarbonate), ClC=1CN=CC2(C3=C(C1)C1=C(CC3)N(C(C1)C2C)C)C (10-chloro-1,2,3,4,5,6-hexahydro-3,6,12-trimethyl-2,6-methano-9H-pyrrolo[3,2-h][3]benzazocine). Solvent: C(Cl)(Cl)Cl (chloroform), C(Cl)(Cl)Cl (chloroform). The product is ClC=1CN=CC2(C3=C(C1)C1=C(CC3)N(C(C1)C2C)C#N)C (10-chloro-3-cyano-6,12-dimethyl-1,2,3,4,5,6-hexahydro-2,6-methano-9H-pyrrolo-[3,2-h][3]benzazocine). Yield: 162.5%. As a reaction SMILES: [N:1]#[C:2]Br.[Cl:4][C:5]1[CH2:6][N:7]=[CH:8][C:9]2([CH3:23])[CH:20]([CH3:21])[CH:18]3[CH2:19][C:13]4=[C:14]([N:17]3C)[CH2:15][CH2:16][C:10]2=[C:11]4[CH:12]=1.C(=O)(O)[O-].[Na+]>C(Cl)(Cl)Cl>[Cl:4][C:5]1[CH2:6][N:7]=[CH:8][C:9]2([CH3:23])[CH:20]([CH3:21])[CH:18]3[CH2:19][C:13]4=[C:14]([N:17]3[C:2]#[N:1])[CH2:15][CH2:16][C:10]2=[C:11]4[CH:12]=1 |f:2.3|. Reported procedure: To a stirred solution of 1.68 g of cyanogen bromide and 35 ml of chloroform was added, at room temperature with stirring under nitrogen, a solution of 3.8 g of 10-chloro-1,2,3,4,5,6-hexahydro-3,6,12-trimethyl-2,6-methano-9H-pyrrolo[3,2-h][3]benzazocine and 100 ml of chloroform. The mixture was heated at reflux for 2 hr, under nitrogen, and cooled to room temperature. Dilute aqueous sodium bicarbonate solution was added and the layers separated. The organic layer was extracted with dilute aqueous... Reactants: CC(=O)Nc1ccn(C2OC(CO)C(O)C2F)c(=O)n1, COc1cccc(C(Cl)(c2ccccc2)c2ccccc2)c1OC, CN(C)c1ccncc1, CO, c1ccncc1. Product: COc1cccc(C(OCC2OC(n3ccc(NC(C)=O)nc3=O)C(F)C2O)(c2ccccc2)c2ccccc2)c1OC. As a reaction SMILES: [C:1]([CH3:2])(=[O:3])[NH:4][c:5]1[n:6][c:7](=[O:20])[n:8]([CH:9]2[CH:10]([F:17])[CH:11]([OH:12])[CH:13]([CH2:14][OH:15])[O:16]2)[cH:18][cH:19]1.[CH3:27][O:28][c:29]1[c:30]([O:49][CH3:50])[c:31]([C:32]([c:33]2[cH:34][cH:35][cH:36][cH:37][cH:38]2)([c:39]2[cH:40][cH:41][cH:42][cH:43][cH:44]2)[Cl:45])[cH:46][cH:47][cH:48]1.[CH3:51][N:52]([CH3:53])[c:54]1[cH:55][cH:56][n:57][cH:58][cH:59]1.[CH3:60][OH:61].[cH:21]1[cH:22][cH:23][n:24][cH:25][cH:26]1>>[C:1]([CH3:2])(=[O:3])[NH:4][c:5]1[n:6][c:7](=[O:20])[n:8]([CH:9]2[CH:10]([F:17])[CH:11]([OH:12])[CH:13]([CH2:14][O:15][C:32]([c:31]3[c:30]([O:49][CH3:50])[c:29]([O:28][CH3:27])[cH:48][cH:47][cH:46]3)([c:33]3[cH:34][cH:35][cH:36][cH:37][cH:38]3)[c:39]3[cH:40][cH:41][cH:42][cH:43][cH:44]3)[O:16]2)[cH:18][cH:19]1.